From a dataset of the Open Reaction Database (ORD), a public repository of structured organic reaction records. describe an organic reaction: reactants, conditions, products, and yield RXN SMILES: [CH3:33][OH:34].[CH3:3][N:4]([C:5]([CH2:6][CH2:7][CH2:8][CH2:9][CH2:10][CH2:11][CH3:12])=[O:13])[CH2:14][c:15]1[cH:16][c:17](-[c:20]2[cH:21][cH:22][c:23]([CH2:26][CH2:27][C:28](=[O:29])[O:30][CH2:31][CH3:32])[cH:24][cH:25]2)[cH:18][s:19]1.[CH3:41][CH2:42][CH2:43][CH2:44][CH3:45].[CH3:46][C:47](=[O:48])[OH:49].[Na+:2].[O:35]1[CH2:36][CH2:37][CH2:38][CH2:39]1.[OH-:1].[OH2:40]>>[CH3:3][N:4]([C:5]([CH2:6][CH2:7][CH2:8][CH2:9][CH2:10][CH2:11][CH3:12])=[O:13])[CH2:14][c:15]1[cH:16][c:17](-[c:20]2[cH:21][cH:22][c:23]([CH2:26][CH2:27][C:28](=[O:29])[OH:30])[cH:24][cH:25]2)[cH:18][s:19]1. Reactants: CO, CCCCCCCC(=O)N(C)Cc1cc(-c2ccc(CCC(=O)OCC)cc2)cs1, CCCCC, CC(=O)O, [Na+], C1CCOC1, [OH-], O. The product is CCCCCCCC(=O)N(C)Cc1cc(-c2ccc(CCC(=O)O)cc2)cs1. The reactants are C(C)(C)(C)OC(=O)N1CCN(CC1)C([C@H](CCCN/C(=N/S(=O)(=O)C=1C(=C(C2=C(CC(O2)(C)C)C1C)C)C)/N)NC(=O)OCC1C2=CC=CC=C2C=2C=CC=CC12)=O (4-[(S)-5-({Amino-[(E)-2,2,4,6,7-pentamethyl-2,3-dihydro-benzofuran-5-sulfonylimino]-methyl}-amino)-2-(9H-fluoren-9-ylmethoxycarbonylamino)-pentanoyl]-piperazine-1-carboxylic acid tert-butyl ester), N1CCCCC1 (piperidine). The solvent is CCOC(=O)C (EtOAc). Conditions: time 18 hour. Product: C(C)(C)(C)OC(=O)N1CCN(CC1)C([C@H](CCCN/C(=N/S(=O)(=O)C=1C(=C(C2=C(CC(O2)(C)C)C1C)C)C)/N)N)=O (4-[(S)-2-Amino-5-({amino-[(E)-2,2,4,6,7-pentamethyl-2,3-dihydro-benzofuran-5-sulfonylimino]-methyl}-amino)-pentanoyl]-piperazine-1-carboxylic acid tert-butyl ester). The yield is 100.0%. Reaction SMILES: [C:1]([O:5][C:6]([N:8]1[CH2:13][CH2:12][N:11]([C:14](=[O:58])[C@@H:15]([NH:40]C(OCC2C3C=CC=CC=3C3C2=CC=CC=3)=O)[CH2:16][CH2:17][CH2:18][NH:19]/[C:20](/[NH2:39])=[N:21]/[S:22]([C:25]2[C:26]([CH3:38])=[C:27]([CH3:37])[C:28]3[O:32][C:31]([CH3:34])([CH3:33])[CH2:30][C:29]=3[C:35]=2[CH3:36])(=[O:24])=[O:23])[CH2:10][CH2:9]1)=[O:7])([CH3:4])([CH3:3])[CH3:2].N1CCCCC1>CCOC(C)=O>[C:1]([O:5][C:6]([N:8]1[CH2:13][CH2:12][N:11]([C:14](=[O:58])[C@@H:15]([NH2:40])[CH2:16][CH2:17][CH2:18][NH:19]/[C:20](/[NH2:39])=[N:21]/[S:22]([C:25]2[C:26]([CH3:38])=[C:27]([CH3:37])[C:28]3[O:32][C:31]([CH3:33])([CH3:34])[CH2:30][C:29]=3[C:35]=2[CH3:36])(=[O:23])=[O:24])[CH2:10][CH2:9]1)=[O:7])([CH3:4])([CH3:2])[CH3:3]. Procedure details: To a solution of compound A (46.2 mmol) in EtOAc (175 mL) at room temperature was added piperidine (4.57 mL, 46.2 mmol) and the reaction mixture was stirred for 18 h at room temperature. Next the solvent was removed in vacuo and the resulting residue dissolved in minimum amount of EtOAc (˜50 mL) and hexane (˜1 L) was added. Precipitated crude product was filtered off and recrystallised again with EtOAc (˜30 mL) and hexane (˜750 mL). The precipitate was filtered off, washed with hexane and dried ... Starting materials: C([O-])(O)=O.[Na+] (sodium bicarbonate), C(C)(C)[N-]C(C)C.[Li+] (lithium diisopropylamide), CN1C(N(C=2C(C1=O)=CN(N2)CC2=CC=CC1=CC=CC=C21)CC(=C)C)=O (5-methyl-7-(2-methyl-2-propenyl)-2-(1-naphthalenylmethyl)-2H-pyrazolo[3,4-d]pyrimidine-4,6[5H,7H]-dione), CC1=CC=C(C=C1)S(=S)(=O)OCCCO[Si](C(C)(C)C)(C)C (3-{[dimethyl(1,1-dimethylethyl)silyl]oxy }propyl 4-methylphenylthiosulfonate). Run in O1CCCC1 (tetrahydrofuran), O1CCCC1 (tetrahydrofuran). Reaction conditions: temperature -70 celsius, time 1 hour. Product: OCCCSC=1N(N=C2N(C(N(C(C21)=O)C)=O)CC(=C)C)CC2=CC=CC1=CC=CC=C21 (3-[(3-Hydroxypropyl)thio]-5-methyl-7-(2-methyl-2-propenyl)-2-(1-naphthalenylmethyl)-2H-pyrazolo[3,4-d]pyrimidine-4,6[5H,7H]-dione). Reaction SMILES: C([N-]C(C)C)(C)C.[Li+].[CH3:9][N:10]1[C:15](=[O:16])[C:14]2=[CH:17][N:18]([CH2:20][C:21]3[C:30]4[C:25](=[CH:26][CH:27]=[CH:28][CH:29]=4)[CH:24]=[CH:23][CH:22]=3)[N:19]=[C:13]2[N:12]([CH2:31][C:32]([CH3:34])=[CH2:33])[C:11]1=[O:35].CC1C=C[C:40]([S:43](OCCCO[Si](C)(C)C(C)(C)C)(=O)=S)=[CH:39]C=1.[C:58](=[O:61])(O)[O-].[Na+]>O1CCCC1>[OH:61][CH2:58][CH2:39][CH2:40][S:43][C:17]1[N:18]([CH2:20][C:21]2[C:30]3[C:25](=[CH:26][CH:27]=[CH:28][CH:29]=3)[CH:24]=[CH:23][CH:22]=2)[N:19]=[C:13]2[C:14]=1[C:15](=[O:16])[N:10]([CH3:9])[C:11](=[O:35])[N:12]2[CH2:31][C:32]([CH3:34])=[CH2:33] |f:0.1,4.5|. Procedure details: A solution of lithium diisopropylamide (1.12 mmol) in tetrahydrofuran (6 ml) was added dropwise to a stirred solution of 5-methyl-7-(2-methyl-2-propenyl)-2-(1-naphthalenylmethyl)-2H-pyrazolo[3,4-d]pyrimidine-4,6[5H,7H]-dione (0.20 g) and 3-{[dimethyl(1,1-dimethylethyl)silyl]oxy }propyl 4-methylphenylthiosulfonate (J. Med. Chem. 1995, 38, 2557) (0.262 g) in anhydrous tetrahydrofuran (20 ml) at -70° C. The solution was stirred for a further 1 hour at -70° C. and then allowed to warm to room temper... Reactants: [OH-].[K+] (KOH), N1C=NC2=C1C=CC(=C2)N2C(C(=C(C2C2=C(C=CC(=C2)Br)F)C)O)=O (1-(1H-benzo[d]imidazol-5-yl)-5-(5-bromo-2-fluorophenyl)-3-hydroxy-4-methyl-1H-pyrrol-2(5H)-one), CC1=CC=C(C=C1)S(=O)(=O)N(C)N=O (diazald), C(CO)O.CCOCC (ethylene glycol Et2O). Solvent: CO (MeOH). Yields the product N1C=NC2=C1C=C(C=C2)N2C(C(=C(C2C2=C(C=CC(=C2)Br)F)C)OC)=O (1-(1H-Benzo[d]imidazol-6-yl)-5-(5-bromo-2-fluorophenyl)-3-methoxy-4-methyl-1H-pyrrol-2(5H)-one). RXN SMILES: [OH-].[K+].[CH3:3]C1C=CC(S(N(N=O)C)(=O)=O)=CC=1.C(O)CO.CCOCC.[NH:26]1[C:30]2[CH:31]=[CH:32][C:33]([N:35]3[CH:39]([C:40]4[CH:45]=[C:44]([Br:46])[CH:43]=[CH:42][C:41]=4[F:47])[C:38]([CH3:48])=[C:37]([OH:49])[C:36]3=[O:50])=[CH:34][C:29]=2[N:28]=[CH:27]1>CO>[NH:28]1[C:29]2[CH:34]=[C:33]([N:35]3[CH:39]([C:40]4[CH:45]=[C:44]([Br:46])[CH:43]=[CH:42][C:41]=4[F:47])[C:38]([CH3:48])=[C:37]([O:49][CH3:3])[C:36]3=[O:50])[CH:32]=[CH:31][C:30]=2[N:26]=[CH:27]1 |f:0.1,3.4|. Procedure: The compound was synthesized starting from KOH (15 g, 267.8 mmol in water), diazald (20 g, 93.37 mmol, 5 eq), ethylene glycol/Et2O (2/1 v/v, 140 mL) 1-(1H-benzo[d]imidazol-5-yl)-5-(5-bromo-2-fluorophenyl)-3-hydroxy-4-methyl-1H-pyrrol-2(5H)-one (2 g, 5.57 mmol, 1 eq) and MeOH (50 mL); yield: 1.3 g (57.2%); MS m/z: 416.3 [M+H]+; 1H-NMR: (400 MHz, DMSO-D6) δ: 1.76 (s, 3H), 3.95 (s, 3H), 6.00 (s, 1H), 7.13 (m, 1.3H), 7.25-7.27 (m, 1.6 H), 7.47-7.49 (m, 1.6H), 7.47-7.52 (m, 1.5 H), 7.65 (m, 1.5H), 8....